From a dataset of the Open Reaction Database (ORD), a public repository of structured organic reaction records. describe an organic reaction: reactants, conditions, products, and yield Reactants: C(=NC1CCCCC1)=NC1CCCCC1, CN(C)c1ccncc1, ClCCl, OCc1ccccc1, O=C(O)c1ccccc1F. Yields the product O=C(OCc1ccccc1)c1ccccc1F. RXN SMILES: [CH2:19]1[CH2:20][CH2:21][CH:22]([N:23]=[C:24]=[N:25][CH:26]2[CH2:27][CH2:28][CH2:29][CH2:30][CH2:31]2)[CH2:32][CH2:33]1.[CH3:34][N:35]([CH3:36])[c:37]1[cH:38][cH:39][n:40][cH:41][cH:42]1.[Cl:43][CH2:44][Cl:45].[OH:1][CH2:2][c:3]1[cH:4][cH:5][cH:6][cH:7][cH:8]1.[OH:9][C:10](=[O:11])[c:12]1[cH:13][cH:14][cH:15][cH:16][c:17]1[F:18]>>[O:1]([CH2:2][c:3]1[cH:4][cH:5][cH:6][cH:7][cH:8]1)[C:10](=[O:9])[c:12]1[cH:13][cH:14][cH:15][cH:16][c:17]1[F:18]. The reactants are O (H2O), FC1=C(CSC2=NC(=CC(=N2)NS(=O)(=O)N2CCC2)O[C@@H](C)[C@@H]2OC3(OC2)CCCCC3)C=CC=C1F (N-(2-[(2,3-difluorobenzyl)thio]-6-{(1S)-1-[(2R)-1,4-dioxaspiro[4.5]dec-2-yl]ethoxy}pyrimidin-4-yl)azetidine-1-sulfonamide), product. Reagents/catalysts: O.O.O.O.O.O.[Fe](Cl)(Cl)Cl (iron (III) chloride hexahydrate), O.O.O.O.O.O.[Fe](Cl)(Cl)Cl (iron (III) chloride hexahydrate). Run in C(Cl)Cl (DCM), C(Cl)Cl (DCM). Reaction conditions: time 3 day. The product is FC1=C(C=CC=C1F)CSC1=NC(=CC(=N1)NS(=O)(=O)N1CCC1)O[C@H]([C@@H](CO)O)C (N-[2-[[(2,3-Difluorophenyl)methyl]thio]-6-{[(1S,2R)-2,3-dihydroxy-1-methylpropyl]oxy}-4-pyrimidinyl]-1-azetidinesulfonamide). As a reaction SMILES: [F:1][C:2]1[C:36]([F:37])=[CH:35][CH:34]=[CH:33][C:3]=1[CH2:4][S:5][C:6]1[N:11]=[C:10]([NH:12][S:13]([N:16]2[CH2:19][CH2:18][CH2:17]2)(=[O:15])=[O:14])[CH:9]=[C:8]([O:20][C@H:21]([C@H:23]2[CH2:27][O:26]C3(CCCCC3)[O:24]2)[CH3:22])[N:7]=1.O>C(Cl)Cl.O.O.O.O.O.O.[Fe](Cl)(Cl)Cl>[F:1][C:2]1[C:36]([F:37])=[CH:35][CH:34]=[CH:33][C:3]=1[CH2:4][S:5][C:6]1[N:11]=[C:10]([NH:12][S:13]([N:16]2[CH2:19][CH2:18][CH2:17]2)(=[O:15])=[O:14])[CH:9]=[C:8]([O:20][C@@H:21]([CH3:22])[C@H:23]([OH:24])[CH2:27][OH:26])[N:7]=1 |f:3.4.5.6.7.8.9|. Reported procedure: To a solution of N-(2-[(2,3-difluorobenzyl)thio]-6-{(1S)-1-[(2R)-1,4-dioxaspiro[4.5]dec-2-yl]ethoxy}pyrimidin-4-yl)azetidine-1-sulfonamide (the product of step ii) (43 mg) in DCM (4 ml) was added iron (III) chloride hexahydrate (73 mg). The reaction mixture was stirred at room temperature for 2 h after which time further iron (III) chloride hexahydrate (40 mg) was added. After 3 d at −18° C., H2O and DCM were added. The layers were separated and the aqueous material extracted with further DCM. T... The reactants are C1(=CC=CC=C1)P(O)(O)=O (phenylphosphonic acid), [OH-].[Na+] (sodium hydroxide). Reaction conditions: time 10 minute. Product: C1(=CC=CC=C1)P([O-])([O-])=O.[Na+].[Na+] (Sodium phenylphosphonate). Isolated yield 176.2%. Reaction SMILES: [C:1]1([P:7](=[O:10])([OH:9])[OH:8])[CH:6]=[CH:5][CH:4]=[CH:3][CH:2]=1.[OH-].[Na+:12]>>[C:1]1([P:7](=[O:8])([O-:10])[O-:9])[CH:6]=[CH:5][CH:4]=[CH:3][CH:2]=1.[Na+:12].[Na+:12] |f:1.2,3.4.5|. Procedure: In 1.58 g (10.0 mmol) of phenylphosphonic acid (manufactured by Nissan Chemical industries, Ltd.), 20 mL (10.0 mmol) of 0.5 N sodium hydroxide was added, stirred at room temperature for 10 minutes, then water was distilled off under reduced pressure and dried to obtain 1.78 g (yield 99%) of the aimed product as white crystal. Decomposition temperature: 480° C. Starting materials: C(C)(C)N=C=S (Isopropyl isothiocyanate), NC1=NC=2C=C(C=CC2C2=C1N=C(N2CC(C)(C)NC(C)=O)COCC)OCCCCCCN (N-{2-[4-amino-7-(6-aminohexyloxy)-2-ethoxymethyl-1H-imidazo[4,5-c]quinolin-1-yl]-1,1-dimethylethyl}acetamide). Run in ClCCl (dichloromethane). Reaction conditions: temperature 0 celsius, time 30 minute. Product: NC1=NC=2C=C(C=CC2C2=C1N=C(N2CC(C)(C)NC(C)=O)COCC)OCCCCCCNC(=S)NC(C)C (N-(2-{4-amino-2-(ethoxymethyl)-7-[(6{[(isopropylamino)carbonothioyl]amino}hexyl)oxy]-1H-imidazo[4,5-c]quinolin-1-yl}-1,1-dimethylethyl)acetamide). The yield is 34.7%. As a reaction SMILES: [CH:1]([N:4]=[C:5]=[S:6])([CH3:3])[CH3:2].[NH2:7][C:8]1[C:17]2[N:18]=[C:19]([CH2:29][O:30][CH2:31][CH3:32])[N:20]([CH2:21][C:22]([NH:25][C:26](=[O:28])[CH3:27])([CH3:24])[CH3:23])[C:16]=2[C:15]2[CH:14]=[CH:13][C:12]([O:33][CH2:34][CH2:35][CH2:36][CH2:37][CH2:38][CH2:39][NH2:40])=[CH:11][C:10]=2[N:9]=1>ClCCl>[NH2:7][C:8]1[C:17]2[N:18]=[C:19]([CH2:29][O:30][CH2:31][CH3:32])[N:20]([CH2:21][C:22]([NH:25][C:26](=[O:28])[CH3:27])([CH3:24])[CH3:23])[C:16]=2[C:15]2[CH:14]=[CH:13][C:12]([O:33][CH2:34][CH2:35][CH2:36][CH2:37][CH2:38][CH2:39][NH:40][C:5]([NH:4][CH:1]([CH3:3])[CH3:2])=[S:6])=[CH:11][C:10]=2[N:9]=1. Procedure details: Isopropyl isothiocyanate (255 μL, 2.38 mmol) was added to a stirred suspension of N-{2-[4-amino-7-(6-aminohexyloxy)-2-ethoxymethyl-1H-imidazo[4,5-c]quinolin-1-yl]-1,1-dimethylethyl}acetamide (prepared as described in Part I of Example 49, 1.02 g, 2.17 mmol) in dichloromethane (100 mL) at 0° C. The mixture was stirred for 30 minutes at 0° C., then was allowed to warm to room temperature and was stirred over the weekend. The solution was concentrated under reduced pressure. The crude product was p... The reactants are C(C)(C)(C)C(C(C(=O)NC=1C=C(C(=O)OCCCCCCCCCCCCCCCC)C=CC1Cl)Cl)=O (Hexadecyl 3-[3-t-butyl-2-chloro-3-oxopropanamido]-4-chlorobenzoate), OC1=C(C=C(C(=O)OC)C=C1)NS(=O)(=O)C (methyl 4-hydroxy-3-(methanesulfonamido)-benzoate), C([O-])([O-])=O.[K+].[K+] (potassium carbonate). Solvent: CC(=O)C (acetone). Product: ClC1=C(NC(=O)C(C(C(C)(C)C)=O)OC2=C(C=C(C(=O)OC)C=C2)NS(=O)(=O)C)C=C(C=C1)C(=O)OCCCCCCCCCCCCCCCC (Methyl 4-(1-[(2-chloro-5-[hexadecyloxycarbonyl]anilino)carbonyl]-3,3-dimethyl-2-oxobutoxy)-3-(methanesulfonamido)-benzoate). Isolated yield 61.0%. As a reaction SMILES: [C:1]([C:5](=[O:37])[CH:6](Cl)[C:7]([NH:9][C:10]1[CH:11]=[C:12]([CH:32]=[CH:33][C:34]=1[Cl:35])[C:13]([O:15][CH2:16][CH2:17][CH2:18][CH2:19][CH2:20][CH2:21][CH2:22][CH2:23][CH2:24][CH2:25][CH2:26][CH2:27][CH2:28][CH2:29][CH2:30][CH3:31])=[O:14])=[O:8])([CH3:4])([CH3:3])[CH3:2].[OH:38][C:39]1[CH:48]=[CH:47][C:42]([C:43]([O:45][CH3:46])=[O:44])=[CH:41][C:40]=1[NH:49][S:50]([CH3:53])(=[O:52])=[O:51].C(=O)([O-])[O-].[K+].[K+]>CC(C)=O>[Cl:35][C:34]1[CH:33]=[CH:32][C:12]([C:13]([O:15][CH2:16][CH2:17][CH2:18][CH2:19][CH2:20][CH2:21][CH2:22][CH2:23][CH2:24][CH2:25][CH2:26][CH2:27][CH2:28][CH2:29][CH2:30][CH3:31])=[O:14])=[CH:11][C:10]=1[NH:9][C:7]([CH:6]([O:38][C:39]1[CH:48]=[CH:47][C:42]([C:43]([O:45][CH3:46])=[O:44])=[CH:41][C:40]=1[NH:49][S:50]([CH3:53])(=[O:52])=[O:51])[C:5](=[O:37])[C:1]([CH3:4])([CH3:3])[CH3:2])=[O:8] |f:2.3.4|. Procedure: A suspension of 8.35 g (15 mmol) of 2, 3.68 g (15 mmol) of methyl 4-hydroxy-3-(methanesulfonamido)-benzoate 3 and 6.22 g (45 mmol) of potassium carbonate in 180 mL of acetone was heated at reflux overnight. Thin layer chromatographic analysis indicated reaction was complete. The solvent was removed under vacuum to near dryness, and the residue was treated with a mixture of ethyl acetate and water. The organic liquid phase was washed with dilute hydrochloric acid and then with brine, and then con... Starting materials: C (methane), CCOCC (ether), C[Mg]Br (methylmagnesium bromide), O=C1C(COC1)NC(OCC1=CC=CC=C1)=O (benzyl 4-oxotetrahydrofuran-3-ylcarbamate). Solvent: O1CCCC1 (tetrahydrofuran). Reaction conditions: time 1 hour. Yields the product OC1(C(COC1)NC(OCC1=CC=CC=C1)=O)C ((+/−)-benzyl 4-hydroxy-4-methyltetrahydrofuran-3-ylcarbamate). As a reaction SMILES: [CH3:1]COCC.C[Mg]Br.[O:9]=[C:10]1[CH2:14][O:13][CH2:12][CH:11]1[NH:15][C:16](=[O:25])[O:17][CH2:18][C:19]1[CH:24]=[CH:23][CH:22]=[CH:21][CH:20]=1.C>O1CCCC1>[OH:9][C:10]1([CH3:1])[CH2:14][O:13][CH2:12][CH:11]1[NH:15][C:16](=[O:25])[O:17][CH2:18][C:19]1[CH:20]=[CH:21][CH:22]=[CH:23][CH:24]=1. Procedure details: A 3 M ether solution of methylmagnesium bromide (4.07 mL, 12.20 mmol) was added dropwise to a solution of benzyl 4-oxotetrahydrofuran-3-ylcarbamate (1.305 g, 5.55 mmol, from Step 3) in tetrahydrofuran (50 mL) at 0° C. Gas evolution was observed during the addition, indicating formation of methane. After 1 h at 0° C., the mixture was quenched with saturated ammonium chloride (75 mL) and extracted with ethyl acetate three times. The combined extracts were dried (MgSO4) and concentrated. Silica gel... The reactants are FC=1C=C(C=CC1)CC[C@H]1N(CCC1)C(C)=O (1-{(R)-2-[2-(3-fluorophenyl)ethyl]pyrrolidin-1-yl}ethanone), FC=1C=C(C=CC1)CC[C@H]1N(CCC1)C(C)=O (1-{(R)-2-[2-(3-fluorophenyl)ethyl]pyrrolidin-1-yl}ethanone), [OH-].[Na+] (sodium hydroxide), resultant mixture, [H-].[Al+3].[Li+].[H-].[H-].[H-] (lithium aluminum hydride), S([O-])(O)(=O)=O.[Na+] (Sodium bisulphate). Solvent: C1CCOC1 (THF), O (water), O (water). Product: C(C)N1[C@@H](CCC1)CCC1=CC(=CC=C1)F ((R)-1-ethyl-2-[2-(3-fluoro-phenyl)ethyl]pyrrolidine). Yield: 90.8%. Reaction SMILES: [F:1][C:2]1[CH:3]=[C:4]([CH2:8][CH2:9][C@@H:10]2[CH2:14][CH2:13][CH2:12][N:11]2[C:15](=O)[CH3:16])[CH:5]=[CH:6][CH:7]=1.[H-].[Al+3].[Li+].[H-].[H-].[H-].[OH-].[Na+].S(=O)(=O)(O)[O-].[Na+]>C1COCC1.O>[CH2:15]([N:11]1[CH2:12][CH2:13][CH2:14][C@H:10]1[CH2:9][CH2:8][C:4]1[CH:5]=[CH:6][CH:7]=[C:2]([F:1])[CH:3]=1)[CH3:16] |f:1.2.3.4.5.6,7.8,9.10|. Procedure: A solution of 1-{(R)-2-[2-(3-fluorophenyl)ethyl]pyrrolidin-1-yl}ethanone (Intermediate 232, 0.48 g) in THF (20 mL) was cooled to 0° C. and treated with a solution of lithium aluminum hydride (2M in THF, 3.6 mL) under an atmosphere of nitrogen. The resultant mixture was allowed to warm to room temperature before heating to 60° C. overnight. The mixture was cooled to 0° C. and treated with water (0.35 ml), 4N sodium hydroxide solution (0.35 ml) and further water (0.9 ml). Sodium bisulphate powder ... The reactants are CC(=O)OCC1=C(N2[C@@H]([C@@H](C2=O)N)SC1)C(=O)O (7-aminocephalosporanic acid), ClC(=O)OCC(C)C (isobutyl chloroformate), C(C1=CC=CC=C1)(C1=CC=CC=C1)(C1=CC=CC=C1)NC=1SC=C(N1)C(C(=O)O)=NOCC=C (2-(2-tritylamino-4-thiazolyl)-2-(2-propenyloxyimino)-acetic acid), CN1CCOCC1 (N-methyl-morpholine). Solvent: C(C)N(CC)CC (triethylamine), C(Cl)Cl (methylene chloride), C(Cl)Cl (methylene chloride), O1CCCC1 (tetrahydrofuran). Conditions: temperature -20 celsius, time 3 minute. Yields the product C(C)(=O)OCC=1CS[C@H]2N(C1C(=O)O)C(C2NC(C(=NOCC=C)C=2N=C(SC2)NC(C2=CC=CC=C2)(C2=CC=CC=C2)C2=CC=CC=C2)=O)=O (3-acetoxymethyl -7-[2-(2-tritylamino-4-thiazolyl)-2-(2-propenyloxyimino)-acetamido]-ceph-3-eme- 4-carboxylic acid). RXN SMILES: ClC(OCC(C)C)=O.[C:9]([NH:28][C:29]1[S:30][CH:31]=[C:32]([C:34](=[N:38][O:39][CH2:40][CH:41]=[CH2:42])[C:35](O)=[O:36])[N:33]=1)([C:22]1[CH:27]=[CH:26][CH:25]=[CH:24][CH:23]=1)([C:16]1[CH:21]=[CH:20][CH:19]=[CH:18][CH:17]=1)[C:10]1[CH:15]=[CH:14][CH:13]=[CH:12][CH:11]=1.CN1CCOCC1.[CH3:50][C:51]([O:53][CH2:54][C:55]1[CH2:64][S:63][C@@H:58]2[C@H:59]([NH2:62])[C:60](=[O:61])[N:57]2[C:56]=1[C:65]([OH:67])=[O:66])=[O:52]>C(N(CC)CC)C.C(Cl)Cl.O1CCCC1>[C:51]([O:53][CH2:54][C:55]1[CH2:64][S:63][C@@H:58]2[CH:59]([NH:62][C:35](=[O:36])[C:34]([C:32]3[N:33]=[C:29]([NH:28][C:9]([C:16]4[CH:21]=[CH:20][CH:19]=[CH:18][CH:17]=4)([C:10]4[CH:11]=[CH:12][CH:13]=[CH:14][CH:15]=4)[C:22]4[CH:23]=[CH:24][CH:25]=[CH:26][CH:27]=4)[S:30][CH:31]=3)=[N:38][O:39][CH2:40][CH:41]=[CH2:42])[C:60](=[O:61])[N:57]2[C:56]=1[C:65]([OH:67])=[O:66])(=[O:52])[CH3:50]. Procedure: 0.78 ml of isobutyl chloroformate were added at -20° C. to a mixture of 2.82 g of the product of Step B, 24 ml of dry tetrahydrofuran and 24 ml of methylene chloride to which 0.66 ml of N-methyl-morpholine had been added and the mixture was stirred at -20° C. for 3 minutes. The mixture was then cooled to -35° C. and a solution of 1.63 g of 7-aminocephalosporanic acid, 30 ml of methylene chloride and 1.68 ml of triethylamine was added thereto. The mixture was returned too room temperature during ...